Dataset: the Open Reaction Database (ORD), a public repository of structured organic reaction records. Task: describe an organic reaction: reactants, conditions, products, and yield Starting materials: C(CC)(=O)C=1C=C2CCCSC2=CC1 (6-propionyl-thiochromane), BrBr (bromine), C(=O)(O)[O-].[Na+] (NaHCO3). The solvent is petroleum ether, CCOCC (ether). Reaction conditions: temperature 5 celsius. Product: BrC(C(=O)C=1C=C2CCCSC2=CC1)C (α-bromo-6-propionyl-thiochromane). Isolated yield 86.0%. Reaction SMILES: [C:1]([C:5]1[CH:6]=[C:7]2[C:12](=[CH:13][CH:14]=1)[S:11][CH2:10][CH2:9][CH2:8]2)(=[O:4])[CH2:2][CH3:3].C([O-])(O)=O.[Na+].[Br:20]Br>CCOCC>[Br:20][CH:2]([CH3:3])[C:1]([C:5]1[CH:6]=[C:7]2[C:12](=[CH:13][CH:14]=1)[S:11][CH2:10][CH2:9][CH2:8]2)=[O:4] |f:1.2|. Procedure details: To a solution of 32 gr. of 6-propionyl-thiochromane in 400 ml of anhydrous ether, 8 ml of bromine are dropwise added, temperature being maintained at ±5° C. After addition, the mixture is still stirred for 2 to 3 hours at room temperature, than an aqueous saturated NaHCO3 solution is slowly added. The aqueous phase is twice extracted with 100 ml ether, combined organic phases are dried on MgSO4, filtered, and solvent is evaporated in vacuo. The residue so obtained is treated with 100 ml of petro... Starting materials: C[Si](C)(C)Cl (TMSCl), [NH4+].[Cl-] (NH4Cl), Cuprous iodide, C(C1=CC=CC=C1)[Mg]Br (benzylmagnesium bromide), C(C)OC(C(=CC1=CC(=C(C=C1)OC)OC1CCCC1)C(C)=O)=O (ethyl-3-(3-cyclopentyloxy-4-methoxyphenyl)-2-acetyl-prop-2-enoate), cuprate. The solvent is C1CCOC1 (THF), O (water), C1CCOC1 (THF), C1CCOC1 (THF). Reaction conditions: temperature -78 celsius, time 10 minute. Yields the product C(C)OC(C(C(CC1=CC=CC=C1)C1=CC(=C(C=C1)OC)OC1CCCC1)C(C)=O)=O (ethyl-3-(3-cyclopentyloxy-4-methoxyphenyl)-2-acetyl-4-phenyl-butanoate). Isolated yield 93.1%. Reaction SMILES: [CH2:1]([Mg]Br)[C:2]1[CH:7]=[CH:6][CH:5]=[CH:4][CH:3]=1.C[Si](Cl)(C)C.[CH2:15]([O:17][C:18](=[O:38])[C:19]([C:35](=[O:37])[CH3:36])=[CH:20][C:21]1[CH:26]=[CH:25][C:24]([O:27][CH3:28])=[C:23]([O:29][CH:30]2[CH2:34][CH2:33][CH2:32][CH2:31]2)[CH:22]=1)[CH3:16].[NH4+].[Cl-]>C1COCC1.O>[CH2:15]([O:17][C:18](=[O:38])[CH:19]([C:35](=[O:37])[CH3:36])[CH:20]([C:21]1[CH:26]=[CH:25][C:24]([O:27][CH3:28])=[C:23]([O:29][CH:30]2[CH2:34][CH2:33][CH2:32][CH2:31]2)[CH:22]=1)[CH2:1][C:2]1[CH:7]=[CH:6][CH:5]=[CH:4][CH:3]=1)[CH3:16] |f:3.4|. Procedure details: Cuprous iodide (1.15 g, 6.05 mmol) in dry THF (10 ml) was treated at 0° C. with benzylmagnesium bromide (2M in THF, 6.05 ml, 12.1 mmol) over a 3 minute period. The cuprate was stirred at 0° C. for 30 minutes and then cooled to -78° C. and then TMSCl (3.28 g, 30.2 mmol) in THF (5 ml) was added dropwise keeping the reaction temperature below -60° C. The mixture was stirred at below -60° C. for a further 10 minutes and then ethyl-3-(3-cyclopentyloxy-4-methoxyphenyl)-2-acetyl-prop-2-enoate (1 g, 3.0... RXN SMILES: C([O:3][C:4](=[O:19])[CH2:5][CH:6]1[O:10][B:9]([OH:11])[C:8]2[CH:12]=[C:13]([OH:18])[CH:14]=[C:15]([CH2:16]Br)[C:7]1=2)C.[CH2:20]([NH:22][CH2:23][CH3:24])[CH3:21]>C(Cl)Cl>[CH2:20]([N:22]([CH2:16][C:15]1[C:7]2[CH:6]([CH2:5][C:4]([OH:3])=[O:19])[O:10][B:9]([OH:11])[C:8]=2[CH:12]=[C:13]([OH:18])[CH:14]=1)[CH2:23][CH3:24])[CH3:21]. Solvent: C(Cl)Cl (DCM). Reactants: C(C)OC(CC1C2=C(B(O1)O)C=C(C=C2CBr)O)=O ((4-Bromomethyl-1,6-dihydroxy-1,3-dihydro-benzo[c][1,2]oxaborol-3-yl)-acetic acid ethyl ester), C(C)NCC (diethylamine). Conditions: time 8 hour. Yields the product C(C)N(CC)CC1=CC(=CC=2B(OC(C21)CC(=O)O)O)O ((4-Diethylaminomethyl-1,6-dihydroxy-1,3-dihydro-benzo[c][1,2]oxaborol-3-yl)-acetic acid). Reported procedure: To a mixture of (4-Bromomethyl-1,6-dihydroxy-1,3-dihydro-benzo[c][1,2]oxaborol-3-yl)-acetic acid ethyl ester (0.5 mmol) in DCM (5 mL) was added diethylamine (5 mmol) and the mixture was stirred overnight at r.t. The crude product was evaporated, LiOH (75 mg) in THF/water/methanol (2:1:1, 5 mL) was added and stirred at r.t. for 1 h. The solvent was evaporated to give a residue, which was purified by HPLC, yielded 5 mg of desire product. MS (ESI) m/z: 294 [M+1]+; 1H NMR (300 MHz, CD3OD) δ 7.18 (s,... Reactants: C[C@H](C1=CC=CC=C1)N1C(C(CC1)(CCO[Si](C)(C)C(C)(C)C)CC1=CC=C(C=C1)F)=O (1-((R)-α-methylbenzyl)-3-(4-fluorophenylmethyl)-3-(2-(t-butyldimethylsilyloxy)ethyl)-2-oxopyrrolidine), [F-].[NH4+] (ammonium fluoride). The product is C[C@H](C1=CC=CC=C1)N1C(C(CC1)(CCO)CC1=CC=C(C=C1)F)=O (1-((R)-α-methylbenzyl)-3-(4-fluorophenylmethyl)-3-(2-hydroxyethyl)-2-oxopyrrolidine). As a reaction SMILES: [CH3:1][C@@H:2]([N:9]1[CH2:13][CH2:12][C:11]([CH2:24][C:25]2[CH:30]=[CH:29][C:28]([F:31])=[CH:27][CH:26]=2)([CH2:14][CH2:15][O:16][Si](C(C)(C)C)(C)C)[C:10]1=[O:32])[C:3]1[CH:8]=[CH:7][CH:6]=[CH:5][CH:4]=1.[F-].[NH4+]>>[CH3:1][C@@H:2]([N:9]1[CH2:13][CH2:12][C:11]([CH2:24][C:25]2[CH:26]=[CH:27][C:28]([F:31])=[CH:29][CH:30]=2)([CH2:14][CH2:15][OH:16])[C:10]1=[O:32])[C:3]1[CH:4]=[CH:5][CH:6]=[CH:7][CH:8]=1 |f:1.2|. Reported procedure: Prepare by the method of Example 18.2 using 1-((R)-α-methylbenzyl)-3-(4-fluorophenylmethyl)-3-(2-(t-butyldimethylsilyloxy)ethyl)-2-oxopyrrolidine (1.7 g, 3.73 mmol) and ammonium fluoride (0.83 g, 22.4 mmol) to give, after chromatography on silica gel eluted with 1/1 ethyl acetate/hexane, the title compound as diastereomers: Rf=0.51 and 0.25 (silica gel, 1/1 ethyl acetate/hexane). The reactants are 19, CC1=CC=C(C=C1)NC1(CCN(CC1)CCC1=CC=CC=C1)C(=O)[O-].[Na+] (sodium 4-[N-(4-methylphenyl)amino]-1-(2-phenylethyl)-4-piperidinecarboxylate), CN(P(N(C)C)(N(C)C)=O)C (hexamethylphosphoric triamide), IC (iodomethane). Solvent: O (water). Run at temperature 80 celsius, time 24 hour. Yields the product CC1=CC=C(C=C1)NC1(CCN(CC1)CCC1=CC=CC=C1)C(=O)OC (methyl 4-(4 -methylphenylamino)-1-(2-phenylethyl)-4-piperidinecarboxylate). As a reaction SMILES: [CH3:1][C:2]1[CH:7]=[CH:6][C:5]([NH:8][C:9]2([C:23]([O-:25])=[O:24])[CH2:14][CH2:13][N:12]([CH2:15][CH2:16][C:17]3[CH:22]=[CH:21][CH:20]=[CH:19][CH:18]=3)[CH2:11][CH2:10]2)=[CH:4][CH:3]=1.[Na+].[CH3:27]N(C)P(=O)(N(C)C)N(C)C.IC>O>[CH3:1][C:2]1[CH:7]=[CH:6][C:5]([NH:8][C:9]2([C:23]([O:25][CH3:27])=[O:24])[CH2:10][CH2:11][N:12]([CH2:15][CH2:16][C:17]3[CH:18]=[CH:19][CH:20]=[CH:21][CH:22]=3)[CH2:13][CH2:14]2)=[CH:4][CH:3]=1 |f:0.1|. Procedure: A mixture of 19 parts of sodium 4-[N-(4-methylphenyl)amino]-1-(2-phenylethyl)-4-piperidinecarboxylate and 200 parts of hexamethylphosphoric triamide is heated to 80° C. for a while. After cooling, 12.3 parts of iodomethane are added dropwise at a temperature below 15° C. Upon completion, stirring is continued for 24 hours at room temperature. The reaction mixture is poured onto 600 parts of water and the product is extracted with trichloromethane. The extract is washed twice with water, dried, f... The reactants are BrC1=CC=C(CN(NC([C@H](CC(C)C)[C@H](C\C=C\C2=CC=CC=C2)C(NOC2OCCCC2)=O)=O)S(=O)(=O)C)C=C1 ((E)-2′-(4-bromobenzyl)-2(R)-[1(S)-[(tetrahydro-2(RS)-pyranyloxy)carbamoyl]-4-phenyl-3-butenyl]-2′-(methanesulphonyl)-4-methylvalerohydrazide), ( iii ), O1C(CCCC1)OC(=O)[C@@H](C\C=C\C1=CC=CC=C1)[C@H](C(=O)NNS(=O)(=O)C)CC(C)C ((E)-(2R)-[1(S)-[(tetrahydro-2(RS)-pyranyloxy)carbanoyl]-4-phenyl-3-butenyl]-2′-(methanesulphonyl)-4-methylvalerohydrazide), BrC1=CC=C(CBr)C=C1 (4-bromobenzyl bromide). The product is BrC1=CC=C(C[C@](C(=O)NNS(=O)(=O)C)(CC(C)C)[C@H](CC=CC2=CC=CC=C2)C(NO)=O)C=C1 (4-Bromobenzyl-2(R)-[1(S)-(hydroxycarbamoyl)-4-phenyl-3-butenyl]-2′-(methanesulphonyl)-4-methylvalerohydrazide). Reaction SMILES: BrC1C=CC(C[N:7]([S:36]([CH3:39])(=[O:38])=[O:37])[NH:8][C:9](=[O:35])[C@@H:10]([C@@H:15]([C:25](=[O:34])[NH:26][O:27]C2CCCCO2)[CH2:16]/[CH:17]=[CH:18]/[C:19]2[CH:24]=[CH:23][CH:22]=[CH:21][CH:20]=2)[CH2:11][CH:12]([CH3:14])[CH3:13])=CC=1.O1CCCCC1OC([C@H]([C@@H](CC(C)C)C(NNS(C)(=O)=O)=O)C/C=C/C1C=CC=CC=1)=O.[Br:74][C:75]1[CH:82]=[CH:81][C:78]([CH2:79]Br)=[CH:77][CH:76]=1>>[Br:74][C:75]1[CH:82]=[CH:81][C:78]([CH2:79][C@@:10]([C@@H:15]([C:25](=[O:34])[NH:26][OH:27])[CH2:16][CH:17]=[CH:18][C:19]2[CH:24]=[CH:23][CH:22]=[CH:21][CH:20]=2)([CH2:11][CH:12]([CH3:14])[CH3:13])[C:9]([NH:8][NH:7][S:36]([CH3:39])(=[O:37])=[O:38])=[O:35])=[CH:77][CH:76]=1. Reported procedure: The (E)-2′-(4-bromobenzyl)-2(R)-[1(S)-[(tetrahydro-2(RS)-pyranyloxy)carbamoyl]-4-phenyl-3-butenyl]-2′-(methanesulphonyl)-4-methylvalerohydrazide used as the starting material was prepared in an analogous manner to that described in Example 15, part (iii), starting from (E)-(2R)-[1(S)-[(tetrahydro-2(RS)-pyranyloxy)carbanoyl]-4-phenyl-3-butenyl]-2′-(methanesulphonyl)-4-methylvalerohydrazide by reaction with 4-bromobenzyl bromide.